From a dataset of the Open Reaction Database (ORD), a public repository of structured organic reaction records. describe an organic reaction: reactants, conditions, products, and yield Reactants: C1(=CC=C(C=C1)[Si](C)(CCl)Cl)C1=CC=CC=C1 ((1,1'-biphenyl-4-yl)chlorochloromethylmethylsilane), [Na].N1N=CN=C1 (1,2,4-triazole sodium salt), CO (methanol). The solvent is O (water), CN(C=O)C (dimethylformamide). Conditions: time 1 hour. Product: C1(=CC=C(C=C1)[SiH](COC)CN1N=CN=C1)C1=CC=CC=C1 ((1,1-'Biphenyl-4-yl)(1H-1,2,4-triazol-1-ylmethyl)(methoxy)methylsilane). RXN SMILES: [C:1]1([C:12]2[CH:17]=[CH:16][CH:15]=[CH:14][CH:13]=2)[CH:6]=[CH:5][C:4]([Si:7](Cl)([CH2:9]Cl)[CH3:8])=[CH:3][CH:2]=1.[Na].[NH:19]1[CH:23]=[N:22][CH:21]=[N:20]1.[CH3:24][OH:25]>CN(C)C=O.O>[C:1]1([C:12]2[CH:17]=[CH:16][CH:15]=[CH:14][CH:13]=2)[CH:6]=[CH:5][C:4]([SiH:7]([CH2:9][N:19]2[CH:23]=[N:22][CH:21]=[N:20]2)[CH2:8][O:25][CH3:24])=[CH:3][CH:2]=1 |f:1.2,^1:17|. Procedure details: A mixture of (1,1'-biphenyl-4-yl)chlorochloromethylmethylsilane and two equivalents of 1,2,4-triazole sodium salt in dimethylformamide is warmed to 80°-90° C. for 2 hours. Ten equivalents of methanol is then added, and the mixture is held at 70° C. for 1 hour, cooled, diluted with water, and quickly extracted with ether. Washing the ether solution with water and brine, drying over magnesium sulfate, and evaporation leaves the title compound. Reactants: O[Li].O (LiOH.H2O), O (H2O), BrC=1C=C2C=CC(=C(C2=CC1)CN1C2=C(OC[C@@H](C1=O)NC([C@H](C)N(C)C(=O)OC(C)(C)C)=O)C(=CC=C2)C(=O)OC)OC ((S)-methyl 5-((6-bromo-2-methoxynaphthalen-1-yl)methyl)-3-((S)-2-(tert-butoxycarbonyl (methyl)amino)propanamido)-4-oxo-2,3,4,5-tetrahydrobenzo[b][1,4]oxazepine-9-carboxylate). The solvent is CO (MeOH). Conditions: temperature 50 celsius. The product is BrC=1C=C2C=CC(=C(C2=CC1)CN1C2=C(OC[C@@H](C1=O)NC([C@H](C)N(C)C(=O)OC(C)(C)C)=O)C(=CC=C2)C(=O)O)OC ((S)-5-((6-Bromo-2-methoxynaphthalen-1-yl)methyl)-3-((S)-2-(tert-butoxycarbonyl (methyl)amino)propanamido)-4-oxo-2,3,4,5-tetrahydrobenzo[b][1,4]oxazepine-9-carboxylic acid). The yield is 92.0%. As a reaction SMILES: O[Li].O.O.[Br:5][C:6]1[CH:7]=[C:8]2[C:13](=[CH:14][CH:15]=1)[C:12]([CH2:16][N:17]1[C:23](=[O:24])[C@@H:22]([NH:25][C:26](=[O:38])[C@@H:27]([N:29]([C:31]([O:33][C:34]([CH3:37])([CH3:36])[CH3:35])=[O:32])[CH3:30])[CH3:28])[CH2:21][O:20][C:19]3[C:39]([C:43]([O:45]C)=[O:44])=[CH:40][CH:41]=[CH:42][C:18]1=3)=[C:11]([O:47][CH3:48])[CH:10]=[CH:9]2>CO>[Br:5][C:6]1[CH:7]=[C:8]2[C:13](=[CH:14][CH:15]=1)[C:12]([CH2:16][N:17]1[C:23](=[O:24])[C@@H:22]([NH:25][C:26](=[O:38])[C@@H:27]([N:29]([C:31]([O:33][C:34]([CH3:37])([CH3:35])[CH3:36])=[O:32])[CH3:30])[CH3:28])[CH2:21][O:20][C:19]3[C:39]([C:43]([OH:45])=[O:44])=[CH:40][CH:41]=[CH:42][C:18]1=3)=[C:11]([O:47][CH3:48])[CH:10]=[CH:9]2 |f:0.1|. Procedure: LiOH.H2O (31.3 mg, 746 μmol, Eq: 2.5) and H2O (1.00 mL) was added to a solution of (S)-methyl 5-((6-bromo-2-methoxynaphthalen-1-yl)methyl)-3-((S)-2-(tert-butoxycarbonyl (methyl)amino)propanamido)-4-oxo-2,3,4,5-tetrahydrobenzo[b][1,4]oxazepine-9-carboxylate (200 mg, 298 μmol, Eq: 1.00) in MeOH (6.0 mL) and the mixture heated to 50° C. After 90 min. the mixture was concentrated, diluted with H2O and extracted with Et2O. The combined Et2O extracts were extracted with 5% NaHCO3. The combined aqueous... Reactants: ClC(Cl)Cl, Clc1ncnc2[nH]ccc12, O=C1CCC(=O)N1I. Product: Clc1ncnc2[nH]cc(I)c12. Reaction SMILES: [CH:19]([Cl:20])([Cl:21])[Cl:22].[Cl:1][c:2]1[c:3]2[c:4]([n:5][cH:6][n:7]1)[nH:8][cH:9][cH:10]2.[I:11][N:12]1[C:13](=[O:14])[CH2:15][CH2:16][C:17]1=[O:18]>>[Cl:1][c:2]1[c:3]2[c:4]([n:5][cH:6][n:7]1)[nH:8][cH:9][c:10]2[I:11]. Starting materials: Fc1ccc(C=Cc2nc(CCl)co2)cc1, [H-], [Na+], OCCc1nccn1CCCCc1ccc(O)cc1. The product is OCCc1nccn1CCCCc1ccc(OCc2coc(C=Cc3ccc(F)cc3)n2)cc1. As a reaction SMILES: [Cl:22][CH2:23][c:24]1[n:25][c:26]([CH:29]=[CH:30][c:31]2[cH:32][cH:33][c:34]([F:37])[cH:35][cH:36]2)[o:27][cH:28]1.[H-:20].[Na+:21].[OH:1][CH2:2][CH2:3][c:4]1[n:5]([CH2:9][CH2:10][CH2:11][CH2:12][c:13]2[cH:14][cH:15][c:16]([OH:19])[cH:17][cH:18]2)[cH:6][cH:7][n:8]1>>[OH:1][CH2:2][CH2:3][c:4]1[n:5]([CH2:9][CH2:10][CH2:11][CH2:12][c:13]2[cH:14][cH:15][c:16]([O:19][CH2:23][c:24]3[n:25][c:26]([CH:29]=[CH:30][c:31]4[cH:32][cH:33][c:34]([F:37])[cH:35][cH:36]4)[o:27][cH:28]3)[cH:17][cH:18]2)[cH:6][cH:7][n:8]1. The reactants are BrCC1=CC=C(C=C1)N1N=CC=C1 (1-(4-bromomethylphenyl)-1H-pyrazole), C(C)(C)(C)SC(CC(C)=O)=O (3-oxothiobutyric acid S-tert-butyl ester), [H-].[Na+] (sodium hydride), [Cl-].[Na+] (sodium chloride). The solvent is COCCOC (1,2-dimethoxyethane), C(C)(=O)O (acetic acid), COCCOC (1,2-dimethoxyethane), COCCOC (1,2-dimethoxyethane), O (water). Run at temperature 15 celsius, time 8 hour. Product: C(C)(C)(C)SC(C(C(C)=O)CC1=CC=C(C=C1)N1N=CC=C1)=O (3-oxo-2-(4-pyrazol-1-ylbenzyl)thiobutyric acid S-tert-butyl ester). The yield is 8.6%. RXN SMILES: [C:1]([S:5][C:6](=[O:11])[CH2:7][C:8](=[O:10])[CH3:9])([CH3:4])([CH3:3])[CH3:2].[H-].[Na+].Br[CH2:15][C:16]1[CH:21]=[CH:20][C:19]([N:22]2[CH:26]=[CH:25][CH:24]=[N:23]2)=[CH:18][CH:17]=1.[Cl-].[Na+]>COCCOC.C(O)(=O)C.O>[C:1]([S:5][C:6](=[O:11])[CH:7]([CH2:15][C:16]1[CH:17]=[CH:18][C:19]([N:22]2[CH:26]=[CH:25][CH:24]=[N:23]2)=[CH:20][CH:21]=1)[C:8](=[O:10])[CH3:9])([CH3:4])([CH3:2])[CH3:3] |f:1.2,4.5|. Procedure: A solution of 3-oxothiobutyric acid S-tert-butyl ester (3.7 g) in 1,2-dimethoxyethane (5.0 mL) was added to a stirred suspension of sodium hydride (60% in oil, 0.92 g) in 1,2-dimethoxyethane (25 mL) at −10° C., and the resulting mixture was warmed to 15° C. over 15 minutes, cooled to −10° C. and then treated dropwise with a mixture of 1-(4-bromomethylphenyl)-1H-pyrazole (5.0 g) in 1,2-dimethoxyethane (20 mL) over a period of 30 minutes. The resulting mixture was warmed to room temperature and th... Reactants: [O-]CC.[Na+] (sodium ethoxide), C(C)O (ethanol), CS(=O)(=O)NC1=CC2=C(NC(=NS2(=O)=O)CC(=O)O)C=C1 ((7-methanesulfonylamino-1,1-dioxo-1,4-dihydro-1λ6-benzo[1,2,4] thiadiazin-3-yl)-acetic acid), C(C)OC(=O)C1C(CCC1)NC1CCCCC1 (2-cyclohexylamino-cyclopentanecarboxylic acid ethyl ester), CN1CCOCC1 (N-methylmorpholine), Cl.CN(CCCN=C=NCC)C (1-(3-dimethylaminopropyl)-3-ethylcarbodiimide hydrochloride). The solvent is C(C)(=O)O (acetic acid), CN(C=O)C (N,N-dimethylformamide). Run at temperature 25 celsius, time 4 hour. The product is C1(CCCCC1)N1C(C(=C([C@@H]2CCC[C@H]12)O)C1=NS(C2=C(N1)C=CC(=C2)NS(=O)(=O)C)(=O)=O)=O (cis-N-[3-(1-cyclohexyl-4-hydroxy-2-oxo-2,4a,5,6,7,7a-hexahydro-1H-[1]pyrindin-3-yl)-1,1-dioxo-1,4-dihydro-1λ6-benzo[1,2,4]thiadiazin-7-yl]-methanesulfonamide). The yield is 31.3%. RXN SMILES: [CH3:1][S:2]([NH:5][C:6]1[CH:21]=[CH:20][C:9]2[NH:10][C:11]([CH2:16][C:17](O)=[O:18])=[N:12][S:13](=[O:15])(=[O:14])[C:8]=2[CH:7]=1)(=[O:4])=[O:3].C([O:24][C:25]([CH:27]1[CH2:31][CH2:30][CH2:29][CH:28]1[NH:32][CH:33]1[CH2:38][CH2:37][CH2:36][CH2:35][CH2:34]1)=O)C.CN1CCOCC1.Cl.CN(C)CCCN=C=NCC.[O-]CC.[Na+].C(O)C>CN(C)C=O.C(O)(=O)C>[CH:33]1([N:32]2[C@@H:28]3[C@@H:27]([CH2:31][CH2:30][CH2:29]3)[C:25]([OH:24])=[C:16]([C:11]3[NH:10][C:9]4[CH:20]=[CH:21][C:6]([NH:5][S:2]([CH3:1])(=[O:3])=[O:4])=[CH:7][C:8]=4[S:13](=[O:15])(=[O:14])[N:12]=3)[C:17]2=[O:18])[CH2:34][CH2:35][CH2:36][CH2:37][CH2:38]1 |f:3.4,5.6|. Procedure: A solution of (7-methanesulfonylamino-1,1-dioxo-1,4-dihydro-1λ6-benzo[1,2,4] thiadiazin-3-yl)-acetic acid (prepared as described in Example 1j, 0.100 g, 0.300 mmol) and 2-cyclohexylamino-cyclopentanecarboxylic acid ethyl ester (0.072 g, 0.300 mmol) in N,N-dimethylformamide (1.5 mL) was treated with N-methylmorpholine (72.8 mg, 0.72 mmol), 1-(3-dimethylaminopropyl)-3-ethylcarbodiimide hydrochloride (69.0 mg, 0.36 mmol) and stirred at 25° C. for 4 h. The solvent was removed in vacuo. The crude mat... Starting materials: S-methyl-2-thiophenethiocarboximide hydrochloride, Cl.Cl.Cl.C1NCCN2CC=3C=C(C=CC3CC21)N (2,3,4,6,11,11a-hexahydro-1H-pyrazino[1,2-b]isoquinolin-8-amine trihydrochloride), CS(=O)C (methyl sulfoxide), N1=CC=CC=C1 (pyridine). Procedure details: To a stirred mixture of 2,3,4,6,11,11a-hexahydro-1H-pyrazino[1,2-b]isoquinolin-8-amine trihydrochloride (1.8 g, 5.76 mmol) and methyl sulfoxide (20 ml) was added pyridine (0.94 ml) followed by S-methyl-2-thiophenethiocarboximide hydrochloride (2.13 g). The mixture was heated at 50° C., with stirring, for 7 h. The reaction mixture was then poured into water (150 ml) and, after stirring for 1 hour, the mixture was clarified by filtration. The filtrate was basified with 2.5N sodium hydroxide soluti... Run in O (water). Product: C1NCCN2CC=3C=C(C=CC3CC21)NC(=N)C=2SC=CC2 (N-(2,3,4,6,11,11a-hexahydro-1H-pyrazino[1,2-b]isoquinolin-8-yl)-2-thiophenecarboximidamide). Conditions: temperature 50 celsius, time 7 hour. As a reaction SMILES: Cl.Cl.Cl.[CH2:4]1[CH:17]2[N:8]([CH2:9][C:10]3[CH:11]=[C:12]([NH2:18])[CH:13]=[CH:14][C:15]=3[CH2:16]2)[CH2:7][CH2:6][NH:5]1.C[S:20](C)=O.[N:23]1[CH:28]=[CH:27][CH:26]=[CH:25][CH:24]=1>O>[CH2:4]1[CH:17]2[N:8]([CH2:9][C:10]3[CH:11]=[C:12]([NH:18][C:24]([C:25]4[S:20][CH:28]=[CH:27][CH:26]=4)=[NH:23])[CH:13]=[CH:14][C:15]=3[CH2:16]2)[CH2:7][CH2:6][NH:5]1 |f:0.1.2.3|. The reactants are NCCSCC=1SC=CN1 (2-[(2-aminoethyl)thiomethyl]thiazole), CSC(N[N+](=O)[O-])=N (S-methyl-N-nitroisothiourea). Product: [N+](=O)([O-])NC(=N)NCCSCC=1SC=CN1 (N-nitro-N'-[2-(2-thiazolylmethylthio)-ethyl]guanidine). RXN SMILES: [NH2:1][CH2:2][CH2:3][S:4][CH2:5][C:6]1[S:7][CH:8]=[CH:9][N:10]=1.CS[C:13](=[NH:18])[NH:14][N+:15]([O-:17])=[O:16]>>[N+:15]([NH:14][C:13]([NH:1][CH2:2][CH2:3][S:4][CH2:5][C:6]1[S:7][CH:8]=[CH:9][N:10]=1)=[NH:18])([O-:17])=[O:16]. Reported procedure: Reaction of 2-[(2-aminoethyl)thiomethyl]thiazole with S-methyl-N-nitroisothiourea by the procedure of Example 2(ii) gives N-nitro-N'-[2-(2-thiazolylmethylthio)-ethyl]guanidine.